From a dataset of the Open Reaction Database (ORD), a public repository of structured organic reaction records. describe an organic reaction: reactants, conditions, products, and yield Starting materials: C(C)(C)(C)[Si](C)(C)OCC1=C(C=C(C=C1)I)Cl (tert-butyl[(2-chloro-4-iodobenzyl)oxy]dimethylsilane), BrC1=CC=C(C=C1)B(O)O ((4-bromophenyl)boronic acid). The product is BrC1=CC=C(C=C1)C1=CC(=C(C=C1)CO[Si](C)(C)C(C)(C)C)Cl ([(4′-Bromo-3-chlorobiphenyl-4-yl)methoxy](tert-butyl)dimethylsilane). The yield is 96.0%. Reaction SMILES: [C:1]([Si:5]([O:8][CH2:9][C:10]1[CH:15]=[CH:14][C:13](I)=[CH:12][C:11]=1[Cl:17])([CH3:7])[CH3:6])([CH3:4])([CH3:3])[CH3:2].[Br:18][C:19]1[CH:24]=[CH:23][C:22](B(O)O)=[CH:21][CH:20]=1>>[Br:18][C:19]1[CH:24]=[CH:23][C:22]([C:13]2[CH:14]=[CH:15][C:10]([CH2:9][O:8][Si:5]([C:1]([CH3:4])([CH3:3])[CH3:2])([CH3:7])[CH3:6])=[C:11]([Cl:17])[CH:12]=2)=[CH:21][CH:20]=1. Procedure: In accordance with Example 11-(1), but using tert-butyl[(2-chloro-4-iodobenzyl)oxy]dimethylsilane instead of 4-bromobenzyl bromide, and (4-bromophenyl)boronic acid instead of [3-(hydroxymethyl)phenyl]boronic acid, the title compound (yield 96%) was afforded as a colorless oil. Starting materials: ClCCCOC1=C(C=C(C=C1)C(C)=O)OC (1-[4-(3-chloropropoxy)-3-methoxyphenyl]ethanone), FC(C(=O)OI(OC(C(F)(F)F)=O)C1=CC=CC=C1)(F)F ([bis(trifluoroacetoxy)iodo]benzene), O (H2O), CC(=O)O (CH3CO2H). Solvent: CC#N (CH3CN). The product is ClCCCOC1=C(C=C(C=C1)C(CO)=O)OC (1-[4-(3-Chloropropoxy)-3-methoxyphenyl]-2-hydroxyethanone). Isolated yield 32.8%. RXN SMILES: [Cl:1][CH2:2][CH2:3][CH2:4][O:5][C:6]1[CH:11]=[CH:10][C:9]([C:12](=[O:14])[CH3:13])=[CH:8][C:7]=1[O:15][CH3:16].FC(F)(F)C(OI(C1C=CC=CC=1)OC(=O)C(F)(F)F)=[O:20].O.CC(O)=O>CC#N>[Cl:1][CH2:2][CH2:3][CH2:4][O:5][C:6]1[CH:11]=[CH:10][C:9]([C:12](=[O:14])[CH2:13][OH:20])=[CH:8][C:7]=1[O:15][CH3:16]. Procedure: A solution of 1-[4-(3-chloropropoxy)-3-methoxyphenyl]ethanone (4.3 g, 17.7 mmol), [bis(trifluoroacetoxy)iodo]benzene (15.6 g, 36.2 mmol), H2O (18 ml), CH3CO2H (2.8 ml) and CH3CN (90 ml) was refluxed for 3 hours. The CH3CN was removed under reduced pressure and the resulting yellow liquid was partitioned between H2O and CH2Cl2. The biphasic mixture was filtered, the organic phase collected, washed with saturated NaHCO3 solution and concentrated to afford 1.5 g of an amorphous brown solid. The sol...